This data is from the Open Reaction Database (ORD), a public repository of structured organic reaction records. The task is: describe an organic reaction: reactants, conditions, products, and yield Starting materials: CCOCC (ether), ice, O.O.Cl[Sn]Cl (SnCl2.2H2O), [OH-].[Na+] (NaOH), [OH-].[Na+] (NaOH), N(=O)[O-].[Na+] (sodium nitrite), BrC=1C(=CC(=C(N)C1)C)F (5-bromo-4-fluoro-2-methylaniline). The solvent is Cl (HCl), Cl (HCl), O (water), O (water), Cl (HCl). Reaction conditions: temperature 0 celsius, time 2 hour. Product: Cl.BrC=1C(=CC(=C(C1)NN)C)F (5-Bromo-4-fluoro-2-methylphenylhydrazine Hydrochloride). Yield: 70.7%. As a reaction SMILES: [Br:1][C:2]1[C:3]([F:10])=[CH:4][C:5]([CH3:9])=[C:6]([CH:8]=1)[NH2:7].[N:11]([O-])=O.[Na+].O.O.[Cl:17][Sn]Cl.[OH-].[Na+].CCOCC>Cl.O>[ClH:17].[Br:1][C:2]1[C:3]([F:10])=[CH:4][C:5]([CH3:9])=[C:6]([NH:7][NH2:11])[CH:8]=1 |f:1.2,3.4.5,6.7,11.12|. Procedure: To a suspension of 5-bromo-4-fluoro-2-methylaniline (11.2 g, 54.9 mmol) in concentrated HCl (35 mL) was added dropwise a solution of sodium nitrite (4.17 g, 60.4 mmol) in water (20 mL) over 30 minutes at 0° C. To the mixture was added dropwise a solution of SnCl2.2H2O (37.2 g, 165 mmol) in concentrated HCl (45 mL) over 1 hour. After stirring for 2 hours at 0° C., the reaction mixture was basified with 50% NaOH (50 mL). The mixture was further diluted with water (50 mL) and treated with another 5... The product is N=C1NC(C2=CC=CC=C12)=C1C(NC(S1)=O)=S (1-imino-3-(2-oxo-4-thioxo-5-thiazolidinylidene)isoindoline). Reactants: 49.7, O=C1SCC(N1)=S (2-oxo-4-thioxothiazolidine), N=C1NC(C2=CC=CC=C12)=N (1,3-diiminoisoindoline). RXN SMILES: [O:1]=[C:2]1[NH:6][C:5](=[S:7])[CH2:4][S:3]1.[NH:8]=[C:9]1[C:17]2[C:12](=[CH:13][CH:14]=[CH:15][CH:16]=2)[C:11](=N)[NH:10]1>CO>[NH:8]=[C:9]1[C:17]2[C:12](=[CH:13][CH:14]=[CH:15][CH:16]=2)[C:11](=[C:4]2[S:3][C:2](=[O:1])[NH:6][C:5]2=[S:7])[NH:10]1. Solvent: CO (methanol). Conditions: time 2 hour. Reported procedure: To a stirred solution of 49.7 parts of 2-oxo-4-thioxothiazolidine in 990 parts of methanol there was added at 40° C. and under an atmosphere of nitrogen 54.3 parts of powdered 1,3-diiminoisoindoline. Initially, a thick slurry resulted. The reaction mixture was stirred at room temperature for two hours during which time the mixture gradually thinned. The mixture was then heated at reflux for approximately two hours and after cooling to 25° C., was filtered. The collected solid was washed with fre... Starting materials: C(C)(C)I (Isopropyl iodide), C(C1=CC=CC=C1)OC([C@H](CC1=CC=C(C=C1)O)NC(=O)C1N(CCCC1)S(=O)(=O)C1=CC(=CC=C1)F)=O ((S)-2-{[1-(3-(fluoro)-benzenesulfonyl)-piperidine-2-carbonyl]-amino}-3-(4-hydroxy-phenyl)-propionic acid benzyl ester), C([O-])([O-])=O.[Cs+].[Cs+] (cesium carbonate). The yield is 81.8%. Conditions: time 4 hour. Procedure details: Isopropyl iodide (0.62 mL, 6.2 mmol) was added to a mixture of (S)-2-{[1-(3-(fluoro)-benzenesulfonyl)-piperidine-2-carbonyl]-amino}-3-(4-hydroxy-phenyl)-propionic acid benzyl ester (700 mg, 1.30 mmol) and cesium carbonate (2.4 g, 7.4 mmol) in dry DMF (5 mL). The suspension was stirred at room temperature for 4 h. The reaction mixture was then washed with water, dried over magnesium sulfate and concentrated under reduced pressure. The resulting oil was chromatographed (ethyl acetate/n-heptane) on... Product: C(C1=CC=CC=C1)OC([C@H](CC1=CC=C(C=C1)OC(C)C)NC(=O)[C@H]1N(CCCC1)S(=O)(=O)C1=CC(=CC=C1)F)=O ((S)-2-{(S)-[1-(3-Fluoro-benzenesulfonyl)-piperidine-2-carbonyl]-amino}-3-(4-isopropoxyphenyl)-propionic acid benzyl ester). As a reaction SMILES: [CH:1](I)([CH3:3])[CH3:2].[CH2:5]([O:12][C:13](=[O:42])[C@@H:14]([NH:23][C:24]([CH:26]1[CH2:31][CH2:30][CH2:29][CH2:28][N:27]1[S:32]([C:35]1[CH:40]=[CH:39][CH:38]=[C:37]([F:41])[CH:36]=1)(=[O:34])=[O:33])=[O:25])[CH2:15][C:16]1[CH:21]=[CH:20][C:19]([OH:22])=[CH:18][CH:17]=1)[C:6]1[CH:11]=[CH:10][CH:9]=[CH:8][CH:7]=1.C(=O)([O-])[O-].[Cs+].[Cs+]>CN(C=O)C>[CH2:5]([O:12][C:13](=[O:42])[C@@H:14]([NH:23][C:24]([C@@H:26]1[CH2:31][CH2:30][CH2:29][CH2:28][N:27]1[S:32]([C:35]1[CH:40]=[CH:39][CH:38]=[C:37]([F:41])[CH:36]=1)(=[O:34])=[O:33])=[O:25])[CH2:15][C:16]1[CH:21]=[CH:20][C:19]([O:22][CH:1]([CH3:3])[CH3:2])=[CH:18][CH:17]=1)[C:6]1[CH:7]=[CH:8][CH:9]=[CH:10][CH:11]=1 |f:2.3.4|. Run in CN(C)C=O (DMF). Product: COC(=O)c1cc(Cl)nc(C=O)c1. Starting materials: C[N+]1([O-])CCOCC1, CCC[N+](CCC)(CCC)CCC, COC(=O)c1cc(Cl)nc(CO)c1, ClCCl, O=[Ru](=O)(=O)[O-]. RXN SMILES: [CH3:14][N+:15]1([O-:16])[CH2:17][CH2:18][O:19][CH2:20][CH2:21]1.[CH3:25][CH2:26][CH2:27][N+:28]([CH2:29][CH2:30][CH3:31])([CH2:32][CH2:33][CH3:34])[CH2:35][CH2:36][CH3:37].[Cl:1][c:2]1[cH:3][c:4]([C:5](=[O:6])[O:7][CH3:8])[cH:9][c:10]([CH2:12][OH:13])[n:11]1.[Cl:22][CH2:23][Cl:24].[O:38]=[Ru:39](=[O:40])([O-:41])=[O:42]>>[Cl:1][c:2]1[cH:3][c:4]([C:5](=[O:6])[O:7][CH3:8])[cH:9][c:10]([CH:12]=[O:13])[n:11]1. Reported procedure: Prepared according to Procedure B using 8-methyl-2-o-tolylquinoline-3-carbaldehyde (1.28 g, 4.9 mmol) and solid NaBH4 (278 mg, 1.5 eq) in THF (10 mL). After purification, (8-methyl-2-o-tolylquinolin-3-yl)methanol was obtained as white solid. Reactants: CC=1C=CC=C2C=C(C(=NC12)C1=C(C=CC=C1)C)C=O (8-methyl-2-o-tolylquinoline-3-carbaldehyde), [BH4-].[Na+] (NaBH4). Solvent: C1CCOC1 (THF). Product: CC=1C=CC=C2C=C(C(=NC12)C1=C(C=CC=C1)C)CO ((8-methyl-2-o-tolylquinolin-3-yl)methanol). As a reaction SMILES: [CH3:1][C:2]1[CH:3]=[CH:4][CH:5]=[C:6]2[C:11]=1[N:10]=[C:9]([C:12]1[CH:17]=[CH:16][CH:15]=[CH:14][C:13]=1[CH3:18])[C:8]([CH:19]=[O:20])=[CH:7]2.[BH4-].[Na+]>C1COCC1>[CH3:1][C:2]1[CH:3]=[CH:4][CH:5]=[C:6]2[C:11]=1[N:10]=[C:9]([C:12]1[CH:17]=[CH:16][CH:15]=[CH:14][C:13]=1[CH3:18])[C:8]([CH2:19][OH:20])=[CH:7]2 |f:1.2|. Reactants: [Al+3], COc1ccc(-c2cc3ccc(OC)cc3s2)cc1, COc1cc(OC)cc(C(=O)Cl)c1, CCOC(C)=O, [Cl-], [Cl-], [Cl-], ClCCl, O. Product: COc1ccc(-c2sc3cc(OC)ccc3c2C(=O)c2cc(OC)cc(OC)c2)cc1. As a reaction SMILES: [Al+3:34].[CH3:1][O:2][c:3]1[cH:4][cH:5][c:6](-[c:9]2[cH:10][c:11]3[c:12]([s:13]2)[cH:14][c:15]([O:18][CH3:19])[cH:16][cH:17]3)[cH:7][cH:8]1.[CH3:20][O:21][c:22]1[cH:23][c:24]([C:25](=[O:26])[Cl:27])[cH:28][c:29]([O:31][CH3:32])[cH:30]1.[CH3:41][CH2:42][O:43][C:44]([CH3:45])=[O:46].[Cl-:33].[Cl-:35].[Cl-:36].[Cl:38][CH2:39][Cl:40].[OH2:37]>>[CH3:1][O:2][c:3]1[cH:4][cH:5][c:6](-[c:9]2[c:10]([C:25]([c:24]3[cH:23][c:22]([O:21][CH3:20])[cH:30][c:29]([O:31][CH3:32])[cH:28]3)=[O:26])[c:11]3[c:12]([s:13]2)[cH:14][c:15]([O:18][CH3:19])[cH:16][cH:17]3)[cH:7][cH:8]1. Reactants: COC(=O)CCCN1CCc2cc(CC(C)N(CCOc3ccccc3OCC(F)(F)F)C(=O)OC(C)(C)C)cc(C(N)=O)c21, CO, N, N#C[Na]. Product: CC(Cc1cc2c(c(C(N)=O)c1)N(CCCC(N)=O)CC2)N(CCOc1ccccc1OCC(F)(F)F)C(=O)OC(C)(C)C. As a reaction SMILES: [C:1]([CH3:2])([CH3:3])([CH3:4])[O:5][C:6](=[O:7])[N:8]([CH:9]([CH2:10][c:11]1[cH:12][c:13]2[c:17]([c:18]([C:20]([NH2:21])=[O:22])[cH:19]1)[N:16]([CH2:23][CH2:24][CH2:25][C:26]([O:28][CH3:27])=[O:29])[CH2:15][CH2:14]2)[CH3:30])[CH2:31][CH2:32][O:33][c:34]1[c:35]([O:40][CH2:41][C:42]([F:43])([F:44])[F:45])[cH:36][cH:37][cH:38][cH:39]1.[CH3:50][OH:51].[NH3:46].[Na:47][C:48]#[N:49]>>[C:1]([CH3:2])([CH3:3])([CH3:4])[O:5][C:6](=[O:7])[N:8]([CH:9]([CH2:10][c:11]1[cH:12][c:13]2[c:17]([c:18]([C:20]([NH2:21])=[O:22])[cH:19]1)[N:16]([CH2:23][CH2:24][CH2:25][C:26](=[O:28])[NH2:49])[CH2:15][CH2:14]2)[CH3:30])[CH2:31][CH2:32][O:33][c:34]1[c:35]([O:40][CH2:41][C:42]([F:43])([F:44])[F:45])[cH:36][cH:37][cH:38][cH:39]1.